Dataset: the Open Reaction Database (ORD), a public repository of structured organic reaction records. Task: describe an organic reaction: reactants, conditions, products, and yield Starting materials: C1C(C2=CC=CC=C2)O1 (styrene oxide), OC(CN1CC1)C1=CC=CC=C1 (1-(2'-hydroxy-2'-phenylethyl)aziridine), N1CC1 (ethylenimine). The product is C=CC1=CC=CC=C1 (styrene), N1CC1 (ethylenimine). Reaction SMILES: O[CH:2]([C:7]1[CH:12]=[CH:11][CH:10]=[CH:9][CH:8]=1)[CH2:3][N:4]1[CH2:6][CH2:5]1.N1CC1.C1OC1C1C=CC=CC=1>>[CH2:3]=[CH:2][C:7]1[CH:12]=[CH:11][CH:10]=[CH:9][CH:8]=1.[NH:4]1[CH2:6][CH2:5]1. Procedure details: The simplest compound according to formula I, 1-(2'-hydroxy-2'-phenylethyl)aziridine is known and may be made according to A. Funke and G. Benoit, Bulletin de la Societe Chimique de France, 1953, 1021. These authors, using ethylenimine and styrene oxide in equimolar ratios obtained yield of no more than 48%. We have repeated these experiments and have found that the material so produced is far from pure and, unless subjected to a separate purification process, is unsuitable as a starting materia...